This data is from the Open Reaction Database (ORD), a public repository of structured organic reaction records. The task is: describe an organic reaction: reactants, conditions, products, and yield Starting materials: CN1CCC2(CC1)SC(C(C(=O)OC(C)(C)C)N1C(=O)c3ccccc3C1=O)NC2C(=O)O, O=CO, ClC(Cl)Cl, [N-]=[N+]=Cc1ccccc1. The product is CN1CCC2(CC1)SC(C(C(=O)OC(C)(C)C)N1C(=O)c3ccccc3C1=O)NC2C(=O)OCc1ccccc1. As a reaction SMILES: [C:1](=[O:2])([OH:3])[CH:4]1[NH:5][CH:6]([CH:15]([C:16](=[O:17])[O:18][C:19]([CH3:20])([CH3:21])[CH3:22])[N:23]2[C:24](=[O:33])[c:25]3[c:26]([cH:29][cH:30][cH:31][cH:32]3)[C:27]2=[O:28])[S:7][C:8]12[CH2:9][CH2:10][N:11]([CH3:14])[CH2:12][CH2:13]2.[CH:43]([OH:44])=[O:45].[CH:46]([Cl:47])([Cl:48])[Cl:49].[N+:34](=[N-:35])=[CH:36][c:37]1[cH:38][cH:39][cH:40][cH:41][cH:42]1>>[C:1]([O:2][CH2:36][c:37]1[cH:38][cH:39][cH:40][cH:41][cH:42]1)(=[O:3])[CH:4]1[NH:5][CH:6]([CH:15]([C:16](=[O:17])[O:18][C:19]([CH3:20])([CH3:21])[CH3:22])[N:23]2[C:24](=[O:33])[c:25]3[c:26]([cH:29][cH:30][cH:31][cH:32]3)[C:27]2=[O:28])[S:7][C:8]12[CH2:9][CH2:10][N:11]([CH3:14])[CH2:12][CH2:13]2. Yields the product ClS(=O)(=O)CC1CN(CC1)C(=O)OCC1=CC=CC=C1 (benzyl 3-(chlorosulfonylmethyl)-1-pyrrolidinecarboxylate). Run in CN(C=O)C (dimethylformamide). As a reaction SMILES: S(Cl)([Cl:3])=O.[CH2:5]([O:12][C:13]([N:15]1[CH2:19][CH2:18][CH:17]([CH2:20][S:21]([OH:24])(=O)=[O:22])[CH2:16]1)=[O:14])[C:6]1[CH:11]=[CH:10][CH:9]=[CH:8][CH:7]=1>CN(C)C=O>[Cl:3][S:21]([CH2:20][CH:17]1[CH2:18][CH2:19][N:15]([C:13]([O:12][CH2:5][C:6]2[CH:11]=[CH:10][CH:9]=[CH:8][CH:7]=2)=[O:14])[CH2:16]1)(=[O:24])=[O:22]. Procedure details: Thionyl chloride (5 ml) was added to a solution of 1-[(benzyloxy)carbonyl]-3-pyrrolidinylmethanesulfonic acid (600 mg) [Preparation 57] in dimethylformamide (50 ml). The reaction mixture was heated to reflux for 20 mins after which time the cooled mixture was evaporated to dryness. The residue was partitioned between ethyl acetate and water. The organic layer was separated, dried over magnesium sulphate and the solvent removed under reduced pressure to afford benzyl 3-(chlorosulfonylmethyl)-1-py... Reactants: S(=O)(Cl)Cl (Thionyl chloride), C(C1=CC=CC=C1)OC(=O)N1CC(CC1)CS(=O)(=O)O (1-[(benzyloxy)carbonyl]-3-pyrrolidinylmethanesulfonic acid). Starting materials: Br (HBr), Br (HBr), Br (HBr), BrCCCC(C(=O)OC)(F)F (Methyl 5-bromo-2,2-difluoropentanoate), compound, CCOCC (Et2O). Run in O (H2O). Run at time 5 hour. Product: BrCC=CC(C(=O)O)(F)F (5-Bromo-2,2-difluoropentenoic acid). Reaction SMILES: Br.[Br:2][CH2:3][CH2:4][CH2:5][C:6]([F:12])([F:11])[C:7]([O:9]C)=[O:8].CCOCC>O>[Br:2][CH2:3][CH:4]=[CH:5][C:6]([F:12])([F:11])[C:7]([OH:9])=[O:8]. Reported procedure: HBr gas was introduced into 48% HBr in H2O (100 ml) with occasional cooling in an ice bath until the weight became 180 g. The HBr solution was then added to Part (5) compound (8.4 g, 36.3 mmole) at room temperature and the reaction was stirred for 5 hours at room temperature. The reaction was cooled to 0° C. and poured into Et2O (900 ml) in an ice bath. The products were extracted into the Et2O layer. The water layer was further extracted with Et2O (200 ml and 100 ml). The combined ether layers ... The reactants are C1CCOC1, CN, O=[N+]([O-])c1cccc([N+](=O)[O-])c1Cl. The product is CNc1c([N+](=O)[O-])cccc1[N+](=O)[O-]. Reaction SMILES: [CH2:16]1[O:17][CH2:18][CH2:19][CH2:20]1.[CH3:1][NH2:2].[Cl:3][c:4]1[c:5]([N+:13](=[O:14])[O-:15])[cH:6][cH:7][cH:8][c:9]1[N+:10](=[O:11])[O-:12]>>[CH3:1][NH:2][c:4]1[c:5]([N+:13](=[O:14])[O-:15])[cH:6][cH:7][cH:8][c:9]1[N+:10](=[O:11])[O-:12]. The reactants are C(C1=CC=CC=C1)OC1=C2CCCC(C2=CC=C1)C(=O)O (5-benzyloxy-1,2,3,4-tetrahydronaphthalene-1-carboxylic acid), NC=1C=CC(=NC1)C(C)C (5-amino-2-isopropylpyridine). The product is C(C1=CC=CC=C1)OC1=C2CCCC(C2=CC=C1)C(=O)NC=1C=NC(=CC1)C(C)C (5-benzyloxy-N-(6-isopropylpyridin-3-yl)-1,2,3,4-tetrahydronaphthalene-1-carboxamide). Yield: 73.5%. RXN SMILES: [CH2:1]([O:8][C:9]1[CH:18]=[CH:17][CH:16]=[C:15]2[C:10]=1[CH2:11][CH2:12][CH2:13][CH:14]2[C:19]([OH:21])=O)[C:2]1[CH:7]=[CH:6][CH:5]=[CH:4][CH:3]=1.[NH2:22][C:23]1[CH:24]=[CH:25][C:26]([CH:29]([CH3:31])[CH3:30])=[N:27][CH:28]=1>>[CH2:1]([O:8][C:9]1[CH:18]=[CH:17][CH:16]=[C:15]2[C:10]=1[CH2:11][CH2:12][CH2:13][CH:14]2[C:19]([NH:22][C:23]1[CH:28]=[N:27][C:26]([CH:29]([CH3:31])[CH3:30])=[CH:25][CH:24]=1)=[O:21])[C:2]1[CH:7]=[CH:6][CH:5]=[CH:4][CH:3]=1. Procedure: By the reaction and treatment in the same manner as in Preparation Example 11 using 5-benzyloxy-1,2,3,4-tetrahydronaphthalene-1-carboxylic acid (1.06 g) and 5-amino-2-isopropylpyridine (0.50 g) as starting materials, 5-benzyloxy-N-(6-isopropylpyridin-3-yl)-1,2,3,4-tetrahydronaphthalene-1-carboxamide (1.08 g) was obtained. melting point: 157.4° C. Reactants: ClC=1C=C(C=CC1Cl)N1N=CC=2C(CCCC12)=CC(=O)OCC (ethyl (1-(3,4-dichlorophenyl)-1,5,6,7-tetrahydro-4H-indazol-4-ylidene)acetate). Reagents/catalysts: O=[Pt]=O (PtO2). The solvent is C(C)(=O)O (acetic acid). The product is ClC=1C=C(C=CC1Cl)N1N=CC=2C(CCCC12)CC(=O)OCC (ethyl 2-(1-(3,4-dichlorophenyl)-4,5,6,7-tetrahydro-1H-indazol-4-yl)acetate). The yield is 66.3%. RXN SMILES: [Cl:1][C:2]1[CH:3]=[C:4]([N:9]2[C:17]3[CH2:16][CH2:15][CH2:14][C:13](=[CH:18][C:19]([O:21][CH2:22][CH3:23])=[O:20])[C:12]=3[CH:11]=[N:10]2)[CH:5]=[CH:6][C:7]=1[Cl:8]>C(O)(=O)C.O=[Pt]=O>[Cl:1][C:2]1[CH:3]=[C:4]([N:9]2[C:17]3[CH2:16][CH2:15][CH2:14][CH:13]([CH2:18][C:19]([O:21][CH2:22][CH3:23])=[O:20])[C:12]=3[CH:11]=[N:10]2)[CH:5]=[CH:6][C:7]=1[Cl:8]. Reported procedure: PtO2 (30 mg) is added to a solution of a E/Z isomers mixture of ethyl (1-(3,4-dichlorophenyl)-1,5,6,7-tetrahydro-4H-indazol-4-ylidene)acetate (1.5 g, 4.27 mmol) in acetic acid (25 mL); the mixture is maintained under stirring under a pressure of 1 H2 atm. A sample is next extracted and a 1H NRM is done. The mixture is then filtered, diluted with AcOEt, and washed with H2 O and with a saturated solution of NaHCO3. The solvent is next evaporated at reduced pressure, giving ethyl 2-(1-(3,4-dichloro... The reactants are CC(Oc1c([N+](=O)[O-])ncc2c(Br)coc12)c1c(Cl)ccc(F)c1Cl, Cl, [Fe]. Yields the product CC(Oc1c(N)ncc2c(Br)coc12)c1c(Cl)ccc(F)c1Cl. As a reaction SMILES: [Br:1][c:2]1[cH:3][o:4][c:5]2[c:6]1[cH:7][n:8][c:9]([N+:23]([O-:24])=[O:25])[c:10]2[O:11][CH:12]([CH3:13])[c:14]1[c:15]([Cl:22])[c:16]([F:21])[cH:17][cH:18][c:19]1[Cl:20].[ClH:27].[Fe:26]>>[Br:1][c:2]1[cH:3][o:4][c:5]2[c:6]1[cH:7][n:8][c:9]([NH2:23])[c:10]2[O:11][CH:12]([CH3:13])[c:14]1[c:15]([Cl:22])[c:16]([F:21])[cH:17][cH:18][c:19]1[Cl:20]. Reactants: FC1=C2CCC(NC2=C(C=C1)N)C (5-fluoro-2-methyl-1,2,3,4-tetrahydroquinolin-8-ylamine), FC1=C2C=CC(=NC2=C(C=C1)N)C (5-fluoro-2-methylquinolin-8-ylamine), CCN=C=NCCCN(C)C.Cl (EDCI HCl), C(C)(C)(C)OC(=O)N[C@H](C(=O)O)C ((S)-2-tert-butoxycarbonylaminopropionic acid), C1=CC2=C(N=C1)N(N=N2)O (HOAt), ice. Run in C(Cl)Cl (DCM), C(Cl)Cl (DCM). Product: C(C)(C)(C)OC(N[C@@H](C)C(NC=1C=CC(=C2CCC(NC12)C)F)=O)=O ([(S)-1-(5-Fluoro-2-methyl-1,2,3,4-tetrahydroquinolin-8-ylcarbamoyl)ethyl]carbamic acid tert-butyl ester). Isolated yield 49.0%. RXN SMILES: [F:1][C:2]1[CH:11]=[CH:10][C:9]([NH2:12])=[C:8]2[C:3]=1[CH2:4][CH2:5][CH:6]([CH3:13])[NH:7]2.FC1C=CC(N)=C2C=1C=CC(C)=N2.[C:27]([O:31][C:32]([NH:34][C@@H:35]([CH3:39])[C:36](O)=[O:37])=[O:33])([CH3:30])([CH3:29])[CH3:28].C1C=NC2N(O)N=NC=2C=1.CCN=C=NCCCN(C)C.Cl>C(Cl)Cl>[C:27]([O:31][C:32](=[O:33])[NH:34][C@H:35]([C:36](=[O:37])[NH:12][C:9]1[CH:10]=[CH:11][C:2]([F:1])=[C:3]2[C:8]=1[NH:7][CH:6]([CH3:13])[CH2:5][CH2:4]2)[CH3:39])([CH3:28])([CH3:29])[CH3:30] |f:4.5|. Procedure details: To the mixture of 5-fluoro-2-methyl-1,2,3,4-tetrahydroquinolin-8-ylamine and 5-fluoro-2-methylquinolin-8-ylamine from the previous step (0.369 mmol) in DCM (10 mL) was added (S)-2-tert-butoxycarbonylaminopropionic acid (76.8 mg, 0.405 mmol) and HOAt (56 mg, 0.41 mmol). The mixture was cooled in an ice bath, then EDCI HCl (85 mg, 0.44 mmol) was added. The reaction mixture was stirred in the ice bath for 2 h, then diluted with DCM, washed with aqueous Na2CO3 and then water. The organic layer was d... Starting materials: N([C@@H]([C@@H](C)CC)C(=O)O)C(=O)OCC1=CC=CC=C1 (Cbz-(L)-Ile-OH), 5.g, C(CCC)C1C=2N(CCN1C(CCC1=CN=CN1)=O)C=C(N2)C2=C(C=CC=C2)OC (8-Butyl-7-(3-(imidazol-5-yl)-1-oxopropyl)-2-(2-methoxyphenyl)-5,6,7,8-tetrahydroimidazo[1,2-a]pyrazine). The product is COC1=C(C=CC=C1)C=1N=C2N(CCNC2C(C)C)C1 (2-(2-methoxyphenyl)-8-(1-methylethyl)-5,6,7,8-tetrahydro-imidazo[1,2-a]pyrazine), compound vii. Reaction SMILES: [CH2:1]([CH:5]1[N:10](C(=O)CCC2NC=NC=2)[CH2:9][CH2:8][N:7]2[CH:20]=[C:21]([C:23]3[CH:28]=[CH:27][CH:26]=[CH:25][C:24]=3[O:29][CH3:30])[N:22]=[C:6]12)[CH2:2]CC.N(C(OCC1C=CC=CC=1)=O)[C@H:32](C(O)=O)[C@H](CC)C>>[CH3:30][O:29][C:24]1[CH:25]=[CH:26][CH:27]=[CH:28][C:23]=1[C:21]1[N:22]=[C:6]2[CH:5]([CH:1]([CH3:32])[CH3:2])[NH:10][CH2:9][CH2:8][N:7]2[CH:20]=1. Procedure details: through 5.g. were carried out in a manner analogous to Steps 1.c. through 1.f of example 1, starting with Cbz-(L)-Ile-OH in place of Cbz-(L)-Nle-OH, and yielding 2-(2-methoxyphenyl)-8-(1-methylethyl)-5,6,7,8-tetrahydro-imidazo[1,2-a]pyrazine (compound vii, where R3 is isobutyl, R4 is 2-methoxyphenyl and R5, R6, and R7 are H,). Starting materials: CCCCO, CON, Clc1nccc2ccoc12, Cl, O. Yields the product CONc1nccc2ccoc12. As a reaction SMILES: [CH2:11]([OH:12])[CH2:13][CH2:14][CH3:15].[CH3:17][O:18][NH2:19].[Cl:1][c:2]1[n:3][cH:4][cH:5][c:6]2[c:7]1[o:8][cH:9][cH:10]2.[ClH:16].[OH2:20]>>[c:2]1([NH:19][O:18][CH3:17])[n:3][cH:4][cH:5][c:6]2[c:7]1[o:8][cH:9][cH:10]2.